From a dataset of the Open Reaction Database (ORD), a public repository of structured organic reaction records. describe an organic reaction: reactants, conditions, products, and yield The reactants are C1CCOC1, CC(C)[Si](Oc1ccc2c(C(=O)Nc3cccc(C(F)(F)F)c3)noc2c1)(C(C)C)C(C)C. Product: O=C(Nc1cccc(C(F)(F)F)c1)c1noc2cc(O)ccc12. As a reaction SMILES: [CH2:34]1[O:35][CH2:36][CH2:37][CH2:38]1.[F:1][C:2]([c:3]1[cH:4][c:5]([NH:9][C:10](=[O:11])[c:12]2[n:13][o:14][c:15]3[c:16]2[cH:17][cH:18][c:19]([O:21][Si:22]([CH:23]([CH3:24])[CH3:25])([CH:26]([CH3:27])[CH3:28])[CH:29]([CH3:30])[CH3:31])[cH:20]3)[cH:6][cH:7][cH:8]1)([F:32])[F:33]>>[F:1][C:2]([c:3]1[cH:4][c:5]([NH:9][C:10](=[O:11])[c:12]2[n:13][o:14][c:15]3[c:16]2[cH:17][cH:18][c:19]([OH:21])[cH:20]3)[cH:6][cH:7][cH:8]1)([F:32])[F:33].